From a dataset of the Open Reaction Database (ORD), a public repository of structured organic reaction records. describe an organic reaction: reactants, conditions, products, and yield Starting materials: CCOC(=O)CCNC(=O)c1ccc(NC(c2oc3ccc(C#N)cc3c2C)C2CCCCC2)cc1, CCO, [Li+], C1CCOC1, [OH-]. Yields the product Cc1c(C(Nc2ccc(C(=O)NCCC(=O)O)cc2)C2CCCCC2)oc2ccc(C#N)cc12. RXN SMILES: [C:1](#[N:2])[c:3]1[cH:4][cH:5][c:6]2[c:7]([c:8]([CH3:35])[c:9]([CH:11]([CH:12]3[CH2:13][CH2:14][CH2:15][CH2:16][CH2:17]3)[NH:18][c:19]3[cH:20][cH:21][c:22]([C:25](=[O:26])[NH:27][CH2:28][CH2:29][C:30](=[O:31])[O:32][CH2:33][CH3:34])[cH:23][cH:24]3)[o:10]2)[cH:36]1.[CH3:44][CH2:45][OH:46].[Li+:42].[O:37]1[CH2:38][CH2:39][CH2:40][CH2:41]1.[OH-:43]>>[C:1](#[N:2])[c:3]1[cH:4][cH:5][c:6]2[c:7]([c:8]([CH3:35])[c:9]([CH:11]([CH:12]3[CH2:13][CH2:14][CH2:15][CH2:16][CH2:17]3)[NH:18][c:19]3[cH:20][cH:21][c:22]([C:25](=[O:26])[NH:27][CH2:28][CH2:29][C:30](=[O:31])[OH:32])[cH:23][cH:24]3)[o:10]2)[cH:36]1. Reactants: CC1=CC=C(C(C1)(C)C)C=O (4,6,6-trimethyl-1,3-cyclohexadiene-1-carbaldehyde). Reagents/catalysts: [Pd] (palladium on charcoal). The solvent is C(C)O (ethanol). Reaction conditions: time 3.5 hour. The product is CC1CC=C(C(C1)(C)C)C=O (4,6,6-trimethyl-1-cyclohexene-1-carbaldehyde). The yield is 87.6%. Reaction SMILES: [CH3:1][C:2]1[CH2:7][C:6]([CH3:9])([CH3:8])[C:5]([CH:10]=[O:11])=[CH:4][CH:3]=1>[Pd].C(O)C>[CH3:1][CH:2]1[CH2:7][C:6]([CH3:8])([CH3:9])[C:5]([CH:10]=[O:11])=[CH:4][CH2:3]1. Procedure: A mixture of 4,6,6-trimethyl-1,3-cyclohexadiene-1-carbaldehyde (141 g, 0.94 mole), ethanol (1 l) and palladium on charcoal (10%, 0.5 g) was hydrogenated by shaking under a H2-atmosphere for 3.5 h. The H2-consumption was 23.5 l. After filtration and concentration of the thus-obtained solution, the residue was distilled at 50°/0.7 hPa, to obtain 125.3 g (87.6%) of the desired product. The reactants are CCOC(=O)CC(=NOCc1ccc(OCc2nc(-c3ccccc3)oc2C)cc1)c1ccccc1, Cl, [Li+], C1CCOC1, [OH-], O. Yields the product Cc1oc(-c2ccccc2)nc1COc1ccc(CON=C(CC(=O)O)c2ccccc2)cc1. RXN SMILES: [CH3:4][c:5]1[c:6]([CH2:16][O:17][c:18]2[cH:19][cH:20][c:21]([CH2:22][O:23][N:24]=[C:25]([CH2:26][C:27](=[O:28])[O:29][CH2:30][CH3:31])[c:32]3[cH:33][cH:34][cH:35][cH:36][cH:37]3)[cH:38][cH:39]2)[n:7][c:8](-[c:10]2[cH:11][cH:12][cH:13][cH:14][cH:15]2)[o:9]1.[ClH:40].[Li+:3].[O:41]1[CH2:42][CH2:43][CH2:44][CH2:45]1.[OH-:2].[OH2:1]>>[CH3:4][c:5]1[c:6]([CH2:16][O:17][c:18]2[cH:19][cH:20][c:21]([CH2:22][O:23][N:24]=[C:25]([CH2:26][C:27](=[O:28])[OH:29])[c:32]3[cH:33][cH:34][cH:35][cH:36][cH:37]3)[cH:38][cH:39]2)[n:7][c:8](-[c:10]2[cH:11][cH:12][cH:13][cH:14][cH:15]2)[o:9]1. The reactants are O=C(Cl)c1ccc(Cl)cc1Cl, Clc1cnc2n1CCNC2, ClCCl. The product is O=C(c1ccc(Cl)cc1Cl)N1CCn2c(Cl)cnc2C1. As a reaction SMILES: [Cl:11][c:12]1[c:13]([C:14](=[O:15])[Cl:16])[cH:17][cH:18][c:19]([Cl:21])[cH:20]1.[Cl:1][c:2]1[cH:3][n:4][c:5]2[n:6]1[CH2:7][CH2:8][NH:9][CH2:10]2.[Cl:22][CH2:23][Cl:24]>>[Cl:1][c:2]1[cH:3][n:4][c:5]2[n:6]1[CH2:7][CH2:8][N:9]([C:14]([c:13]1[c:12]([Cl:11])[cH:20][c:19]([Cl:21])[cH:18][cH:17]1)=[O:15])[CH2:10]2. Starting materials: [Br-], CC[Mg+], C1CCOC1, Cc1ccc2[nH]c(C)cc2c1, CCOC(C)=O, Cc1ccccc1, Clc1ccc2c(Cl)ccnc2c1, O. The product is Cc1ccc2[nH]c(C)c(-c3ccnc4cc(Cl)ccc34)c2c1. RXN SMILES: [Br-:12].[CH2:13]([Mg+:14])[CH3:15].[CH2:41]1[O:42][CH2:43][CH2:44][CH2:45]1.[CH3:1][c:2]1[nH:3][c:4]2[cH:5][cH:6][c:7]([CH3:11])[cH:8][c:9]2[cH:10]1.[CH3:28][CH2:29][O:30][C:31]([CH3:32])=[O:33].[CH3:34][c:35]1[cH:36][cH:37][cH:38][cH:39][cH:40]1.[Cl:16][c:17]1[cH:18][cH:19][n:20][c:21]2[cH:22][c:23]([Cl:27])[cH:24][cH:25][c:26]12.[OH2:46]>>[CH3:1][c:2]1[nH:3][c:4]2[cH:5][cH:6][c:7]([CH3:11])[cH:8][c:9]2[c:10]1-[c:17]1[cH:18][cH:19][n:20][c:21]2[cH:22][c:23]([Cl:27])[cH:24][cH:25][c:26]12. Reactants: ClCCCBr, O=C([O-])[O-], ClCCl, CCOC(C)=O, CC(C)=O, [K+], [K+], O, O=c1c2ccccc2sc2ccc(O)cc12. The product is O=c1c2ccccc2sc2ccc(OCCCCl)cc12. RXN SMILES: [Br:17][CH2:18][CH2:19][CH2:20][Cl:21].[C:22](=[O:23])([O-:24])[O-:25].[CH2:38]([Cl:39])[Cl:40].[CH3:28][CH2:29][O:30][C:31](=[O:32])[CH3:33].[CH3:34][C:35](=[O:36])[CH3:37].[K+:26].[K+:27].[OH2:41].[OH:1][c:2]1[cH:3][c:4]2[c:5](=[O:16])[c:6]3[cH:7][cH:8][cH:9][cH:10][c:11]3[s:12][c:13]2[cH:14][cH:15]1>>[O:1]([c:2]1[cH:3][c:4]2[c:5](=[O:16])[c:6]3[cH:7][cH:8][cH:9][cH:10][c:11]3[s:12][c:13]2[cH:14][cH:15]1)[CH2:18][CH2:19][CH2:20][Cl:21]. Starting materials: CC(=O)O[BH-](OC(C)=O)OC(C)=O, CC(C)(N)c1ccccc1, CC(C)=O, ClCCl, [Na+]. The product is CC(C)NC(C)(C)c1ccccc1. RXN SMILES: [C:1]([O:2][BH-:3]([O:4][C:5](=[O:6])[CH3:7])[O:8][C:9](=[O:10])[CH3:11])(=[O:12])[CH3:13].[CH3:15][C:16]([CH3:17])([c:18]1[cH:19][cH:20][cH:21][cH:22][cH:23]1)[NH2:24].[CH3:25][C:26]([CH3:27])=[O:28].[Cl:29][CH2:30][Cl:31].[Na+:14]>>[CH3:15][C:16]([CH3:17])([c:18]1[cH:19][cH:20][cH:21][cH:22][cH:23]1)[NH:24][CH:26]([CH3:25])[CH3:27]. Reactants: B(Br)(Br)Br.ClCCl (boron tribromide dichloromethane), FC1=CC(=C(C=C1C1C2=C(CNC1)SC=C2)OC)OC (4-(6-fluoro-3,4-dimethoxyphenyl)-4,5,6,7-tetrahydrothieno[2,3-c]pyridine), CO (methanol). Run in ClCCl (dichloromethane). Product: Br.FC1=CC(=C(C=C1C1C2=C(CNC1)SC=C2)O)O (4-(6-fluoro-3,4-dihydroxyphenyl)-4,5,6,7-tetrahydrothieno[2,3-c]pyridine hydrobromide). Reaction SMILES: [F:1][C:2]1[C:7]([CH:8]2[CH2:13][NH:12][CH2:11][C:10]3[S:14][CH:15]=[CH:16][C:9]2=3)=[CH:6][C:5]([O:17]C)=[C:4]([O:19]C)[CH:3]=1.B(Br)(Br)[Br:22].ClCCl.CO>ClCCl>[BrH:22].[F:1][C:2]1[C:7]([CH:8]2[CH2:13][NH:12][CH2:11][C:10]3[S:14][CH:15]=[CH:16][C:9]2=3)=[CH:6][C:5]([OH:17])=[C:4]([OH:19])[CH:3]=1 |f:1.2,5.6|. Procedure: 0.65 g of 4-(6-fluoro-3,4-dimethoxyphenyl)-4,5,6,7-tetrahydrothieno[2,3-c]pyridine was dissolved in 14 ml of dichloromethane; and to the mixture was added 1M boron tribromide-dichloromethane solution (12 ml) dropwise under an argon gas stream, while cooling at -30°--60° C. (internal temperature) while stirring. The mixture was stirred for 2 hours at room temperature, and 20 ml of methanol was added dropwise thereto under ice cooling. The solvent was distilled off, and the residue obtained was cr... Reactants: Cc1nc(N)ncc1B1OC(C)(C)C(C)(C)O1, O=S(=O)(Nc1ccc2c(c1)OCO2)c1cc(Cl)ccc1C(F)(F)F. Product: Cc1nc(N)ncc1-c1ccc(C(F)(F)F)c(S(=O)(=O)Nc2ccc3c(c2)OCO3)c1. As a reaction SMILES: [CH3:25][c:26]1[n:27][c:28]([NH2:41])[n:29][cH:30][c:31]1[B:32]1[O:33][C:34]([CH3:35])([CH3:36])[C:37]([CH3:38])([CH3:39])[O:40]1.[O:1]1[CH2:2][O:3][c:4]2[c:5]1[cH:6][cH:7][c:8]([NH:10][S:11](=[O:12])(=[O:13])[c:14]1[c:15]([C:21]([F:22])([F:23])[F:24])[cH:16][cH:17][c:18]([Cl:20])[cH:19]1)[cH:9]2>>[O:1]1[CH2:2][O:3][c:4]2[c:5]1[cH:6][cH:7][c:8]([NH:10][S:11](=[O:12])(=[O:13])[c:14]1[c:15]([C:21]([F:22])([F:23])[F:24])[cH:16][cH:17][c:18](-[c:31]3[c:26]([CH3:25])[n:27][c:28]([NH2:41])[n:29][cH:30]3)[cH:19]1)[cH:9]2.